From a dataset of the Open Reaction Database (ORD), a public repository of structured organic reaction records. describe an organic reaction: reactants, conditions, products, and yield The reactants are Brc1ccc(OC2C3CC4CC2CN(C4)C3)nc1, ClC(Cl)Cl, Cc1ccc(S(=O)(=O)O)cc1, OB(O)c1ccc2[nH]ccc2c1. The product is c1cc2cc(-c3ccc(OC4C5CC6CC4CN(C6)C5)nc3)ccc2[nH]1. RXN SMILES: [Br:12][c:13]1[cH:14][cH:15][c:16]([O:19][CH:20]2[CH:21]3[CH2:22][N:23]4[CH2:24][CH:25]([CH2:26][CH:27]2[CH2:28]4)[CH2:29]3)[n:17][cH:18]1.[Cl:42][CH:43]([Cl:44])[Cl:45].[c:1]1([CH3:2])[cH:3][cH:4][c:5]([S:6]([OH:7])(=[O:8])=[O:9])[cH:10][cH:11]1.[nH:30]1[cH:31][cH:32][c:33]2[cH:34][c:35]([B:39]([OH:40])[OH:41])[cH:36][cH:37][c:38]12>>[c:13]1(-[c:35]2[cH:34][c:33]3[cH:32][cH:31][nH:30][c:38]3[cH:37][cH:36]2)[cH:14][cH:15][c:16]([O:19][CH:20]2[CH:21]3[CH2:22][N:23]4[CH2:24][CH:25]([CH2:26][CH:27]2[CH2:28]4)[CH2:29]3)[n:17][cH:18]1. Starting materials: CCc1[nH]c(C(=O)O)nc1Cl, COC(=O)c1cc(N2CCC(N)C(OC)C2)ccc1C, On1nnc2ccccc21. Yields the product CCc1[nH]c(C(=O)NC2CCN(c3ccc(C)c(C(=O)OC)c3)CC2OC)nc1Cl. Reaction SMILES: [Cl:21][c:22]1[n:23][c:24]([C:29](=[O:30])[OH:31])[nH:25][c:26]1[CH2:27][CH3:28].[NH2:1][CH:2]1[CH:3]([O:19][CH3:20])[CH2:4][N:5]([c:8]2[cH:9][cH:10][c:11]([CH3:18])[c:12]([C:13](=[O:14])[O:15][CH3:16])[cH:17]2)[CH2:6][CH2:7]1.[OH:32][n:33]1[c:34]2[c:35]([cH:36][cH:37][cH:38][cH:39]2)[n:40][n:41]1>>[NH:1]([CH:2]1[CH:3]([O:19][CH3:20])[CH2:4][N:5]([c:8]2[cH:9][cH:10][c:11]([CH3:18])[c:12]([C:13](=[O:14])[O:15][CH3:16])[cH:17]2)[CH2:6][CH2:7]1)[C:29]([c:24]1[n:23][c:22]([Cl:21])[c:26]([CH2:27][CH3:28])[nH:25]1)=[O:30]. The reactants are BrCCCCCN1C(C=2C(C1=O)=CC=CC2)=O (N-(5-Bromopentyl)phthalimide), Cl.Cl.NC1=CC(=C(C(=O)NCC2CCNCC2)C=C1Cl)OC (4-amino-5-chloro-2-methoxy-N-(piperidin-4-ylmethyl)benzamide dihydrochloride), C([O-])([O-])=O.[K+].[K+] (potassium carbonate). Run in CN(C=O)C (dimethylformamide). Run at time 8 hour. Yields the product NC1=CC(=C(C(=O)NCC2CCN(CC2)CCCCCN2C(C3=CC=CC=C3C2=O)=O)C=C1Cl)OC (4-amino-5-chloro-N-(1-(5-(2,3-dihydro-1,3-dioxo-1H-isoindol-2-yl)pentyl)piperidin-4-ylmethyl)-2-methoxybenzamide). The yield is 57.9%. RXN SMILES: Br[CH2:2][CH2:3][CH2:4][CH2:5][CH2:6][N:7]1[C:11](=[O:12])[C:10]2=[CH:13][CH:14]=[CH:15][CH:16]=[C:9]2[C:8]1=[O:17].Cl.Cl.[NH2:20][C:21]1[C:36]([Cl:37])=[CH:35][C:24]([C:25]([NH:27][CH2:28][CH:29]2[CH2:34][CH2:33][NH:32][CH2:31][CH2:30]2)=[O:26])=[C:23]([O:38][CH3:39])[CH:22]=1.C(=O)([O-])[O-].[K+].[K+]>CN(C)C=O>[NH2:20][C:21]1[C:36]([Cl:37])=[CH:35][C:24]([C:25]([NH:27][CH2:28][CH:29]2[CH2:30][CH2:31][N:32]([CH2:2][CH2:3][CH2:4][CH2:5][CH2:6][N:7]3[C:11](=[O:12])[C:10]4[C:9](=[CH:16][CH:15]=[CH:14][CH:13]=4)[C:8]3=[O:17])[CH2:33][CH2:34]2)=[O:26])=[C:23]([O:38][CH3:39])[CH:22]=1 |f:1.2.3,4.5.6|. Procedure details: N-(5-Bromopentyl)phthalimide (60 g) was added to a solution of 4-amino-5-chloro-2-methoxy-N-(piperidin-4-ylmethyl)benzamide dihydrochloride (75.1 g) and potassium carbonate (112 g) in dimethylformamide (800 ml), and the mixture was stirred at 75°-80° C. for 8 hr. Insoluble matter was filtered off and the solvent was evaporated under reduced pressure. The obtained residue was purified by silica gel column chromatography (chloroform:methanol=10:1) to give 60.2 g of 4-amino-5-chloro-N-(1-(5-(2,3-di... Reactants: O=C([O-])O, CNC(=O)c1c([N+](=O)[O-])c(C)nn1-c1c(Cl)cc(Cl)cc1Cl, [Na+], Cl[Sn]Cl. Yields the product CNC(=O)c1c(N)c(C)nn1-c1c(Cl)cc(Cl)cc1Cl. Reaction SMILES: [C:26](=[O:27])([OH:28])[O-:29].[CH3:1][NH:2][C:3](=[O:4])[c:5]1[c:6]([N+:20]([O-:21])=[O:22])[c:7]([CH3:19])[n:8][n:9]1-[c:10]1[c:11]([Cl:18])[cH:12][c:13]([Cl:17])[cH:14][c:15]1[Cl:16].[Na+:30].[Sn:23]([Cl:24])[Cl:25]>>[CH3:1][NH:2][C:3](=[O:4])[c:5]1[c:6]([NH2:20])[c:7]([CH3:19])[n:8][n:9]1-[c:10]1[c:11]([Cl:18])[cH:12][c:13]([Cl:17])[cH:14][c:15]1[Cl:16]. Starting materials: CO, CC(C)C1=NC(NC(=O)OCc2ccccc2)C(=O)N(CC(=O)N2CC3CCC(CC3)C2)c2ccccc21, O=C[O-]. Yields the product CC(C)C1=NC(N)C(=O)N(CC(=O)N2CC3CCC(CC3)C2)c2ccccc21. As a reaction SMILES: [CH3:42][OH:43].[CH:1]12[CH2:2][N:3]([C:10](=[O:11])[CH2:12][N:13]3[C:14](=[O:38])[CH:15]([NH:27][C:28]([O:29][CH2:30][c:31]4[cH:32][cH:33][cH:34][cH:35][cH:36]4)=[O:37])[N:16]=[C:17]([CH:24]([CH3:25])[CH3:26])[c:18]4[c:19]3[cH:20][cH:21][cH:22][cH:23]4)[CH2:4][CH:5]([CH2:6][CH2:7]1)[CH2:8][CH2:9]2.[CH:39]([O-:40])=[O:41]>>[CH:1]12[CH2:2][N:3]([C:10](=[O:11])[CH2:12][N:13]3[C:14](=[O:38])[CH:15]([NH2:27])[N:16]=[C:17]([CH:24]([CH3:25])[CH3:26])[c:18]4[c:19]3[cH:20][cH:21][cH:22][cH:23]4)[CH2:4][CH:5]([CH2:6][CH2:7]1)[CH2:8][CH2:9]2.